This data is from the Open Reaction Database (ORD), a public repository of structured organic reaction records. The task is: describe an organic reaction: reactants, conditions, products, and yield The reactants are C=CCn1c(=O)c2[nH]c(C)nc2n(CCCC)c1=O, CCO. The product is CCCCn1c(=O)n(CCC)c(=O)c2[nH]c(C)nc21. Reaction SMILES: [CH2:1]([CH:2]=[CH2:3])[n:4]1[c:5](=[O:6])[n:7]([CH2:16][CH2:17][CH2:18][CH3:19])[c:8]2[n:9][c:10]([CH3:15])[nH:11][c:12]2[c:13]1=[O:14].[CH3:20][CH2:21][OH:22]>>[CH2:1]([CH2:2][CH3:3])[n:4]1[c:5](=[O:6])[n:7]([CH2:16][CH2:17][CH2:18][CH3:19])[c:8]2[n:9][c:10]([CH3:15])[nH:11][c:12]2[c:13]1=[O:14]. The product is COc1ccc(C2=NC(c3ccc(Cl)cc3)C(c3ccc(Cl)cc3)N2C(=O)N2CCN(CC(=O)N3CCOCC3)CC2)c(OC(C)C)c1. As a reaction SMILES: [Cl:1][c:2]1[cH:3][cH:4][c:5]([CH:8]2[N:9]=[C:10]([c:23]3[c:24]([O:31][CH:32]([CH3:33])[CH3:34])[cH:25][c:26]([O:29][CH3:30])[cH:27][cH:28]3)[N:11]([C:20](=[O:21])[Cl:22])[CH:12]2[c:13]2[cH:14][cH:15][c:16]([Cl:19])[cH:17][cH:18]2)[cH:6][cH:7]1.[ClH:35].[O:36]1[CH2:37][CH2:38][N:39]([C:42]([CH2:43][N:44]2[CH2:45][CH2:46][NH:47][CH2:48][CH2:49]2)=[O:50])[CH2:40][CH2:41]1>>[Cl:1][c:2]1[cH:3][cH:4][c:5]([CH:8]2[N:9]=[C:10]([c:23]3[c:24]([O:31][CH:32]([CH3:33])[CH3:34])[cH:25][c:26]([O:29][CH3:30])[cH:27][cH:28]3)[N:11]([C:20](=[O:21])[N:47]3[CH2:46][CH2:45][N:44]([CH2:43][C:42]([N:39]4[CH2:38][CH2:37][O:36][CH2:41][CH2:40]4)=[O:50])[CH2:49][CH2:48]3)[CH:12]2[c:13]2[cH:14][cH:15][c:16]([Cl:19])[cH:17][cH:18]2)[cH:6][cH:7]1. Starting materials: COc1ccc(C2=NC(c3ccc(Cl)cc3)C(c3ccc(Cl)cc3)N2C(=O)Cl)c(OC(C)C)c1, Cl, O=C(CN1CCNCC1)N1CCOCC1. Starting materials: N[C@@H]1CC[C@H](CC1)N (trans 1,4-diaminocyclohexane), CS(=O)(=O)Cl (methanesulfonyl chloride). Run in C(Cl)Cl (DCM). Run at time 1 hour. The product is Cl.NC1CCC(CC1)NS(=O)(=O)C (N-(4-Amino-cyclohexyl)-methanesulfonamide, hydrochloride). Yield: 64.0%. RXN SMILES: [NH2:1][C@H:2]1[CH2:7][CH2:6][C@H:5]([NH2:8])[CH2:4][CH2:3]1.[CH3:9][S:10]([Cl:13])(=[O:12])=[O:11]>C(Cl)Cl>[ClH:13].[NH2:1][CH:2]1[CH2:7][CH2:6][CH:5]([NH:8][S:10]([CH3:9])(=[O:12])=[O:11])[CH2:4][CH2:3]1 |f:3.4|. Procedure details: To trans 1,4-diaminocyclohexane (2.0 g, 17.5 mmol) in DCM at 0° C. (ice bath) was added methanesulfonyl chloride (1.63 mL, 21.0 mmol). The reaction was allowed to stir at RT for 1 h when a precipitate formed and was collected on a glass frit, rinsed with DCM, and dried to afford 2.56 g (64%) of 360. RXN SMILES: [CH3:1][O:2][C:3](=[O:31])[CH2:4][O:5][CH2:6][C:7]#[C:8][CH2:9][C@H:10]1[C@H:14]([Cl:15])[CH2:13][C@@H:12]([OH:16])[C@@H:11]1[C:17]1[CH:22]=[CH:21][C:20]([CH:23]([CH:25]2[CH2:30][CH2:29][CH2:28][CH2:27][CH2:26]2)[OH:24])=[CH:19][CH:18]=1>C(OCC)(=O)C.[Pd]>[CH3:1][O:2][C:3](=[O:31])[CH2:4][O:5][CH2:6][CH2:7][CH2:8][CH2:9][C@H:10]1[C@H:14]([Cl:15])[CH2:13][C@@H:12]([OH:16])[C@@H:11]1[C:17]1[CH:22]=[CH:21][C:20]([CH:23]([CH:25]2[CH2:26][CH2:27][CH2:28][CH2:29][CH2:30]2)[OH:24])=[CH:19][CH:18]=1. Reaction conditions: time 18 hour. Procedure details: A mixture of 10-6 (11 mg, 0.024 mmol) and 5% Pd/C (6 mg, 0.003 mmol) in ethyl acetate (1 mL) was stirred under 1 atm H2 (balloon) for 18 h. The mixture was filtered and evaporated. The residue was purified by preparative TLC on silica gel (45% ethyl acetate/hexanes) to give 11-3 (8 mg, 0.018 mmol, 75%). The product is COC(COCCCC[C@@H]1[C@H]([C@@H](C[C@H]1Cl)O)C1=CC=C(C=C1)C(O)C1CCCCC1)=O ((4-{(1R,2S,3R,5R)-5-Chloro-2-[4-(cyclohexyl-hydroxy-methyl)-phenyl]-3-hydroxy-cyclopentyl}-butoxy)-acetic acid methyl ester). Yield: 75.0%. Run in C(C)(=O)OCC (ethyl acetate). The reactants are COC(COCC#CC[C@@H]1[C@H]([C@@H](C[C@H]1Cl)O)C1=CC=C(C=C1)C(O)C1CCCCC1)=O ((4-{(1R,2S,3R,5R)-5-Chloro-2-[4-(cyclohexyl-hydroxy-methyl)-phenyl]-3-hydroxy-cyclopentyl}-but-2-ynyloxy)-acetic acid methyl ester). Reagents/catalysts: [Pd] (Pd/C). Starting materials: C(C)(=O)NN=CC=1C(=NC(=CC1)N1CCN(CC1)C)F (2-Fluoro-6-(4-methyl-1-piperazinyl)pyridine-3-carboxaldehyde acetylhydrazone), O (water). Run in O.NN (hydrazine hydrate). Reaction conditions: time 30 minute. The product is CN1CCN(CC1)C1=CC=C2C(=N1)NN=C2 (6-(4-Methyl-1-piperazinyl)-1H-pyrazolo[3,4-b]pyridine). RXN SMILES: C([NH:4][N:5]=[CH:6][C:7]1[C:8](F)=[N:9][C:10]([N:13]2[CH2:18][CH2:17][N:16]([CH3:19])[CH2:15][CH2:14]2)=[CH:11][CH:12]=1)(=O)C.O>O.NN>[CH3:19][N:16]1[CH2:17][CH2:18][N:13]([C:10]2[N:9]=[C:8]3[NH:4][N:5]=[CH:6][C:7]3=[CH:12][CH:11]=2)[CH2:14][CH2:15]1 |f:2.3|. Reported procedure: 2-Fluoro-6-(4-methyl-1-piperazinyl)pyridine-3-carboxaldehyde acetylhydrazone (2.30 g, 8.23 mmole) was warmed at 90° C. in 20 mL of hydrazine hydrate. After 30 minutes, water was added to the reaction mixture and the product was filtered off. The aqueous filtrate was concentrated under reduced pressure and the resulting solid triturated with water. This product was combined with the product that had been previously filtered off and the two were recrystallized together from EtOAc, giving 1.15 g, (...